Dataset: the Open Reaction Database (ORD), a public repository of structured organic reaction records. Task: describe an organic reaction: reactants, conditions, products, and yield Procedure: Using 111 mg of 2-mercaptothiazolo[4,5-b]pyridine in place of 2-mercaptothiazolo[4,5-c]pyridine and 477 mg of p-methoxybenzyl 7-{(Z)-2-(2-tritylaminothiazol-4-yl)-2-methoxyiminoacetamido}-3-chloromethyl-3-cephem-4-carboxylate, the reaction and purification were carried out in the same manner as in Example 1(a) to obtain 345 mg of the title compound in a yield of 62%. Isolated yield 62.0%. Yields the product C(C1=CC=CC=C1)(C1=CC=CC=C1)(C1=CC=CC=C1)NC=1SC=C(N1)/C(/C(=O)NC1[C@@H]2N(C(=C(CS2)CSC=2SC=3C(=NC=CC3)N2)C(=O)OCC2=CC=C(C=C2)OC)C1=O)=N/OC (p-methoxybenzyl 7-{(Z)-2-(2-tritylaminothiazol-4-yl)-2-methoxyiminoacetamido}-3-(thiazolo[4,5-b]pyridin-2-yl)thiomethyl-3-cephem-4-carboxylate). RXN SMILES: [SH:1][C:2]1[S:3][C:4]2[C:5]([N:10]=1)=[N:6][CH:7]=[CH:8][CH:9]=2.[C:11]([NH:30][C:31]1[S:32][CH:33]=[C:34](/[C:36](=[N:63]/[O:64][CH3:65])/[C:37]([NH:39][CH:40]2[C:61](=[O:62])[N:42]3[C:43]([C:49]([O:51][CH2:52][C:53]4[CH:58]=[CH:57][C:56]([O:59][CH3:60])=[CH:55][CH:54]=4)=[O:50])=[C:44]([CH2:47]Cl)[CH2:45][S:46][C@H:41]23)=[O:38])[N:35]=1)([C:24]1[CH:29]=[CH:28][CH:27]=[CH:26][CH:25]=1)([C:18]1[CH:23]=[CH:22][CH:21]=[CH:20][CH:19]=1)[C:12]1[CH:17]=[CH:16][CH:15]=[CH:14][CH:13]=1>>[C:11]([NH:30][C:31]1[S:32][CH:33]=[C:34](/[C:36](=[N:63]/[O:64][CH3:65])/[C:37]([NH:39][CH:40]2[C:61](=[O:62])[N:42]3[C:43]([C:49]([O:51][CH2:52][C:53]4[CH:58]=[CH:57][C:56]([O:59][CH3:60])=[CH:55][CH:54]=4)=[O:50])=[C:44]([CH2:47][S:1][C:2]4[S:3][C:4]5[C:5]([N:10]=4)=[N:6][CH:7]=[CH:8][CH:9]=5)[CH2:45][S:46][C@H:41]23)=[O:38])[N:35]=1)([C:24]1[CH:29]=[CH:28][CH:27]=[CH:26][CH:25]=1)([C:12]1[CH:13]=[CH:14][CH:15]=[CH:16][CH:17]=1)[C:18]1[CH:23]=[CH:22][CH:21]=[CH:20][CH:19]=1. Starting materials: SC=1SC=2C(=NC=CC2)N1 (2-mercaptothiazolo[4,5-b]pyridine), C(C1=CC=CC=C1)(C1=CC=CC=C1)(C1=CC=CC=C1)NC=1SC=C(N1)/C(/C(=O)NC1[C@@H]2N(C(=C(CS2)CCl)C(=O)OCC2=CC=C(C=C2)OC)C1=O)=N/OC (p-methoxybenzyl 7-{(Z)-2-(2-tritylaminothiazol-4-yl)-2-methoxyiminoacetamido}-3-chloromethyl-3-cephem-4-carboxylate). Reactants: BrCC1=CC=C(C(=O)O)C=C1 (4-bromomethyl-benzoic acid), N1CCOCC1 (morpholine). The solvent is C1CCOC1 (THF). Run at time 10 minute. The product is O1CCN(CC1)CC1=CC=C(C(=O)O)C=C1 (4-(Morpholinomethyl)benzoic acid). Yield: 76.7%. As a reaction SMILES: Br[CH2:2][C:3]1[CH:11]=[CH:10][C:6]([C:7]([OH:9])=[O:8])=[CH:5][CH:4]=1.[NH:12]1[CH2:17][CH2:16][O:15][CH2:14][CH2:13]1>C1COCC1>[O:15]1[CH2:16][CH2:17][N:12]([CH2:2][C:3]2[CH:11]=[CH:10][C:6]([C:7]([OH:9])=[O:8])=[CH:5][CH:4]=2)[CH2:13][CH2:14]1. Procedure: To a stirred solution of 4-bromomethyl-benzoic acid (239, 1.5 g, 6.78 mmol) in THF (15 mL) was added morpholine (0.61 mL, 6.78 mmol). The reaction mixture was allowed to stir for 10 minutes before the resulting white precipitate was filtered off and discarded. The filtrate was evaporated under reduced pressure and the remaining solid was dried under vacuum to afford the title compound 240 as a white solid (1.15 g, 75% yield). 1H NMR: (DMSO) δ 7.89-7.86 (m, 2H), 7.52 (d. J=8.4 Hz, 1H), 7.41 (d, J... The reactants are CC1(CCN(CC1)C1=NC=C(C=C1)[N+](=O)[O-])CC(=O)OC (methyl [4-methyl-1-(5-nitropyridin-2-yl)piperidin-4-yl]acetate), N(N)C(C(=O)NC=1C=CC(=NC1)N1CCC(CC1)CC(=O)OC)=O (methyl [1-(5-{[hydrazino(oxo)acetyl]amino}pyridin-2-yl)piperidin-4-yl]acetate). Product: NC=1C=CC(=NC1)N1CCC(CC1)(C)CC(=O)OC (Methyl [1-(5-aminopyridin-2-yl)-4-methylpiperidin-4-yl]acetate). RXN SMILES: [CH3:1][C:2]1([CH2:17][C:18]([O:20][CH3:21])=[O:19])[CH2:7][CH2:6][N:5]([C:8]2[CH:13]=[CH:12][C:11]([N+:14]([O-])=O)=[CH:10][N:9]=2)[CH2:4][CH2:3]1.N(C(=O)C(NC1C=CC(N2CCC(CC(OC)=O)CC2)=NC=1)=O)N>>[NH2:14][C:11]1[CH:12]=[CH:13][C:8]([N:5]2[CH2:6][CH2:7][C:2]([CH2:17][C:18]([O:20][CH3:21])=[O:19])([CH3:1])[CH2:3][CH2:4]2)=[N:9][CH:10]=1. Reported procedure: Prepared from methyl [4-methyl-1-(5-nitropyridin-2-yl)piperidin-4-yl]acetate following the method for Intermediate 77 stage ii). 1H NMR δ 1.01 (s, 3H), 1.41-1.45 (m, 2H), 1.52-1.58 (m, 2H), 2.30 (s, 2H), 3.12-3.19 (m, 2H), 3.34-3.38 (m, 2H), 3.58 (s, 3H), 4.52 (s, 2H), 6.62 (d, 1H), 6.89 (d, 1H), 7.58 (s, 1H); MS m/e MH+ 264. Reactants: C1COCCO1, CCOCC, COCCO, CS(=O)(=O)NC1CCCCC1Nc1nc(Cl)ncc1Cl, ClCCl, Cl, Nc1ccc2c(c1)CCN(CC(O)C(F)(F)F)CC2, O=C([O-])[O-]. Product: CS(=O)(=O)NC1CCCCC1Nc1nc(Nc2ccc3c(c2)CCN(CC(O)C(F)(F)F)CC3)ncc1Cl. Reaction SMILES: [CH2:41]1[O:42][CH2:43][CH2:44][O:45][CH2:46]1.[CH2:52]([O:53][CH2:54][CH3:55])[CH3:56].[CH3:47][O:48][CH2:49][CH2:50][OH:51].[Cl:20][c:21]1[n:22][cH:23][c:24]([Cl:39])[c:25]([NH:27][CH:28]2[CH:29]([NH:34][S:35](=[O:36])(=[O:37])[CH3:38])[CH2:30][CH2:31][CH2:32][CH2:33]2)[n:26]1.[Cl:57][CH2:58][Cl:59].[ClH:40].[NH2:1][c:2]1[cH:3][c:4]2[c:5]([cH:18][cH:19]1)[CH2:6][CH2:7][N:8]([CH2:11][CH:12]([C:13]([F:14])([F:15])[F:16])[OH:17])[CH2:9][CH2:10]2.[O-:60][C:61](=[O:62])[O-:63]>>[NH:1]([c:2]1[cH:3][c:4]2[c:5]([cH:18][cH:19]1)[CH2:6][CH2:7][N:8]([CH2:11][CH:12]([C:13]([F:14])([F:15])[F:16])[OH:17])[CH2:9][CH2:10]2)[c:21]1[n:22][cH:23][c:24]([Cl:39])[c:25]([NH:27][CH:28]2[CH:29]([NH:34][S:35](=[O:36])(=[O:37])[CH3:38])[CH2:30][CH2:31][CH2:32][CH2:33]2)[n:26]1.